describe an organic reaction: reactants, conditions, products, and yield From a dataset of the Open Reaction Database (ORD), a public repository of structured organic reaction records. The reactants are C(C)(C)(C)OC(=O)N1CC(OCC1)C(=O)O (morpholine-2,4-dicarboxylic acid 4-tert-butyl ester), NC1=NOC(=C1)C(C)(C)C (3-amino-5-t-butylisoxazole), C(C)(C)N(C(C)C)CC (N,N-diisopropylethylamine), P(=O)(Cl)(Cl)Cl (phosphorous oxychloride). The solvent is C(C)#N (acetonitrile). Reaction conditions: time 18 hour. Yields the product C(C)(C)(C)OC(=O)N1CC(OCC1)C(NC1=NOC(=C1)C(C)(C)C)=O (2-(5-tert-Butyl-isoxazol-3-ylcarbamoyl)-morpholine-4-carboxylic acid tert-butyl ester). RXN SMILES: [C:1]([O:5][C:6]([N:8]1[CH2:13][CH2:12][O:11][CH:10]([C:14]([OH:16])=O)[CH2:9]1)=[O:7])([CH3:4])([CH3:3])[CH3:2].[NH2:17][C:18]1[CH:22]=[C:21]([C:23]([CH3:26])([CH3:25])[CH3:24])[O:20][N:19]=1.C(N(CC)C(C)C)(C)C.P(Cl)(Cl)(Cl)=O>C(#N)C>[C:1]([O:5][C:6]([N:8]1[CH2:13][CH2:12][O:11][CH:10]([C:14](=[O:16])[NH:17][C:18]2[CH:22]=[C:21]([C:23]([CH3:26])([CH3:25])[CH3:24])[O:20][N:19]=2)[CH2:9]1)=[O:7])([CH3:2])([CH3:3])[CH3:4]. Procedure details: To a cold (0° C.) solution of morpholine-2,4-dicarboxylic acid 4-tert-butyl ester (1 g; 4.424 mmol) and 3-amino-5-t-butylisoxazole (606 mg; 4.324 mmol) and N,N-diisopropylethylamine (1.521 mL; 8.732 mmol) in anhydrous acetonitrile (12 mL) is added phosphorous oxychloride (0.39 mL; 4.424 mmol). The reaction mixture is stirred at room temperature for 18 hours. After this time, the reaction mixture is quenched with saturated NH4Cl aqueous solution and extracted with ethyl acetate twice. The organic... Starting materials: SeO2, C(=O)(OCC)C1=NC=C(C=C1)C=C(C)C (1-(2-carbethoxy-5-pyridyl)-2-methyl-1-propene), O1CCOCC1 (dioxane). Run in O (H2O). Run at temperature 100 celsius. The product is C(=O)(OCC)C1=NC=C(C=C1)C=C(C=O)C (3-(2-carbethoxy-5-pyridyl)-2-methyl-2-propenal). Isolated yield 53.0%. RXN SMILES: [C:1]([C:6]1[CH:11]=[CH:10][C:9]([CH:12]=[C:13]([CH3:15])[CH3:14])=[CH:8][N:7]=1)([O:3][CH2:4][CH3:5])=[O:2].[O:16]1CCOCC1>O>[C:1]([C:6]1[CH:11]=[CH:10][C:9]([CH:12]=[C:13]([CH3:14])[CH:15]=[O:16])=[CH:8][N:7]=1)([O:3][CH2:4][CH3:5])=[O:2]. Reported procedure: A mixture of 5.0 g (45.0 mmol) of SeO2 and 4.25 g (20.7 mmol) of 1-(2-carbethoxy-5-pyridyl)-2-methyl-1-propene in 50 mL of dioxane and 2 mL of H2O was degassed three times under argon and then heated at 100° C. for 2 h. The mixture was filtered through Celite and washed with dioxane. The filtrate was concentrated and chromatographed on 150 g of silica gel (50% EtOAc/hexane and 75% EtOAc/hexane) to give 2.95 g of 3-(2-carbethoxy-5-pyridyl)-2-methyl-2-propenal as a yellow solid. Analytical LC (Rad... Reactants: ClCCCCN1C2=NC(=NC(=C2N=C1OC)N)OC1CCC1 (9-(4-chlorobutyl)-2-(cyclobutyloxy)-8-(methyloxy)-9H-purin-6-amine), N1CCCCC1 (piperidine). Yields the product NC1=C2NC(N(C2=NC(=N1)OC1CCC1)CCCCN1CCCCC1)=O (6-Amino-2-(cyclobutyloxy)-9-[4-(1-piperidinyl)butyl]-7,9-dihydro-8H-purin-8-one). RXN SMILES: Cl[CH2:2][CH2:3][CH2:4][CH2:5][N:6]1[C:14]([O:15]C)=[N:13][C:12]2[C:7]1=[N:8][C:9]([O:18][CH:19]1[CH2:22][CH2:21][CH2:20]1)=[N:10][C:11]=2[NH2:17].[NH:23]1[CH2:28][CH2:27][CH2:26][CH2:25][CH2:24]1>>[NH2:17][C:11]1[N:10]=[C:9]([O:18][CH:19]2[CH2:22][CH2:21][CH2:20]2)[N:8]=[C:7]2[C:12]=1[NH:13][C:14](=[O:15])[N:6]2[CH2:5][CH2:4][CH2:3][CH2:2][N:23]1[CH2:28][CH2:27][CH2:26][CH2:25][CH2:24]1. Procedure: Prepared similarly to Example 29 from 9-(4-chlorobutyl)-2-(cyclobutyloxy)-8-(methyloxy)-9H-purin-6-amine and piperidine. The reactants are BrC1=C(C=CC=C1)CC(C(=O)Cl)CC(C)C (3-(2-bromophenyl)-2-i-butylpropionic acid chloride), [Cl-].[Al+3].[Cl-].[Cl-] (aluminum chloride). Solvent: C(=S)=S (carbon disulfide), C(=S)=S (carbon disulfide). Reaction conditions: time 1 hour. Yields the product BrC1(C2CCC(C2=CC=C1)=O)CC(C)C (4-bromo-4-i-butyl-1-indanone). Isolated yield 209.6%. RXN SMILES: [Cl-].[Al+3].[Cl-].[Cl-].[Br:5][C:6]1[CH:11]=[CH:10][CH:9]=[CH:8][C:7]=1[CH2:12][CH:13](CC(C)C)[C:14](Cl)=[O:15]>C(=S)=S>[Br:5][C:6]1([CH2:6][CH:7]([CH3:12])[CH3:8])[CH:11]=[CH:10][CH:9]=[C:8]2[CH:7]1[CH2:12][CH2:13][C:14]2=[O:15] |f:0.1.2.3|. Procedure details: A 500-ml four-necked round flask equipped with a stirrer, a Dimroth condenser, a dropping funnel, a thermometer and a NaOH trap was charged with 20.33 g (152.5 mmol) of anhydrous aluminum chloride and 70 ml of carbon disulfide. To the mixture was added dropwise a solution containing 40.2 g (132.6 mmol) of the above-obtained 3-(2-bromophenyl)-2-i-butylpropionic acid chloride dissolved in 50 ml of carbon disulfide under a nitrogen atmosphere while cooling with ice bath. After the addition was comp... Starting materials: BrCC1=C(C(=O)OCC)C=CN=C1Cl (ethyl 3-(bromomethyl)-2-chloroisonicotinate), Cl.FC=1C=C(OC2=C(C=C(C=N2)C(C)N)C)C=CC1 (1-(6-(3-fluorophenoxy)-5-methylpyridin-3-yl)ethanamine hydrochloride). Yields the product ClC1=NC=CC2=C1CN(C2=O)C(C)C=2C=NC(=C(C2)C)OC2=CC(=CC=C2)F (4-chloro-2-(1-(6-(3-fluorophenoxy)-5-methylpyridin-3-yl)ethyl)-2,3-dihydro-1H-pyrrolo[3,4-c]pyridin-1-one). Procedure: The title compound is prepared in 50% yield (140 mg, colorless amorphous solid) from ethyl 3-(bromomethyl)-2-chloroisonicotinate (200 mg, 0.73 mmol, Step-1 of Intermediate-1) and 1-(6-(3-fluorophenoxy)-5-methylpyridin-3-yl)ethanamine hydrochloride (240 mg, 0.86 mmol, Amine-40, single enantiomer) in a similar manner to Intermediate-2. Isolated yield 50.0%. RXN SMILES: Br[CH2:2][C:3]1[C:13]([Cl:14])=[N:12][CH:11]=[CH:10][C:4]=1[C:5]([O:7]CC)=O.Cl.[F:16][C:17]1[CH:18]=[C:19]([CH:31]=[CH:32][CH:33]=1)[O:20][C:21]1[N:26]=[CH:25][C:24]([CH:27]([NH2:29])[CH3:28])=[CH:23][C:22]=1[CH3:30]>>[Cl:14][C:13]1[C:3]2[CH2:2][N:29]([CH:27]([C:24]3[CH:25]=[N:26][C:21]([O:20][C:19]4[CH:31]=[CH:32][CH:33]=[C:17]([F:16])[CH:18]=4)=[C:22]([CH3:30])[CH:23]=3)[CH3:28])[C:5](=[O:7])[C:4]=2[CH:10]=[CH:11][N:12]=1 |f:1.2|. The reactants are C=C=O (ketene), CCCCCON=O (n-amyl nitrite), C1(=CC=CC=C1)P(C1=CC=CC=C1)C1=CC=CC=C1 (triphenylphosphine), n-di-amyl malonate. Run at time 3 hour. Product: CCCCCOC(=O)C (n-amyl acetate). Yield: 12.8%. RXN SMILES: [CH2:1]=[C:2]=[O:3].C1(P(C2C=CC=CC=2)C2C=CC=CC=2)C=CC=CC=1.[CH3:23][CH2:24][CH2:25][CH2:26][CH2:27][O:28]N=O>>[CH3:23][CH2:24][CH2:25][CH2:26][CH2:27][O:28][C:2]([CH3:1])=[O:3]. Procedure: The procedures of Example 11 were followed, except that ketene was introduced at the rate of 32.0 ml/min (1.43 mmole/min) and that triphenylphosphine (0.066 g, 0.25 mmole) was dissolved in the further added n-amyl nitrite (50 ml). The reaction proceeded smoothly for three hours, during which no deactivation of the catalyst was observed. The reaction product was analyzed by gas chromatography, revealing that n-di-amyl malonate (165.6 mmoles, 64.5%) and n-amyl acetate (32.9 mmoles, 12.8%) were obt... The reactants are CCC(Oc1cc2cc(CO)sc2c(Cl)c1Cl)C(=O)[O-], CCO, Cl, O. The product is O=C(O)COc1cc2cc(CO)sc2c(Cl)c1Cl. As a reaction SMILES: [CH2:1]([CH3:2])[CH:3]([C:4](=[O:5])[O-:6])[O:7][c:8]1[cH:9][c:10]2[c:11]([s:12][c:13]([CH2:15][OH:16])[cH:14]2)[c:17]([Cl:20])[c:18]1[Cl:19].[CH3:21][CH2:22][OH:23].[ClH:24].[OH2:25]>>[CH2:3]([C:4](=[O:5])[OH:6])[O:7][c:8]1[cH:9][c:10]2[c:11]([s:12][c:13]([CH2:15][OH:16])[cH:14]2)[c:17]([Cl:20])[c:18]1[Cl:19]. Reactants: CCOc1ccc(OCc2ccccc2)c(F)c1, CCOC(C)=O. Yields the product CCOc1ccc(O)c(F)c1. As a reaction SMILES: [CH2:1]([c:2]1[cH:3][cH:4][cH:5][cH:6][cH:7]1)[O:8][c:9]1[c:10]([F:18])[cH:11][c:12]([O:15][CH2:16][CH3:17])[cH:13][cH:14]1.[CH3:19][CH2:20][O:21][C:22](=[O:23])[CH3:24]>>[OH:8][c:9]1[c:10]([F:18])[cH:11][c:12]([O:15][CH2:16][CH3:17])[cH:13][cH:14]1. The reactants are C[O-].[Na+] (sodium methoxide), CC1=C2N=C(C(=NC2=CC(=C1Cl)Cl)Cl)Cl (5-methyl-2,3, 6,7-tetrachloroquinoxaline), O1CCCC1 (tetrahydrofuran). Solvent: C(C)(=O)OCC (ethyl acetate). The product is ClC=1C(=C2N=C(C(=NC2=CC1Cl)OC)OC)C (6,7-dichloro-2,3-dimethoxy-5-methylquinoxaline). Yield: 100.0%. Reaction SMILES: [CH3:1][O-:2].[Na+].[CH3:4][C:5]1[C:14]([Cl:15])=[C:13]([Cl:16])[CH:12]=[C:11]2[C:6]=1[N:7]=[C:8](Cl)[C:9](Cl)=[N:10]2.[O:19]1[CH2:23]CCC1>C(OCC)(=O)C>[Cl:15][C:14]1[C:5]([CH3:4])=[C:6]2[C:11](=[CH:12][C:13]=1[Cl:16])[N:10]=[C:9]([O:2][CH3:1])[C:8]([O:19][CH3:23])=[N:7]2 |f:0.1|. Procedure: A solution of sodium methoxide (38 ml, 25% solution in methanol, 175 mmol) was added over 10 minutes to a solution of 5-methyl-2,3,6,7-tetrachloroquinoxaline (from step (e), 21 g, 74 mmol) in dry tetrahydrofuran (200 ml) at 20° C. There was a mildly exothermic reaction followed by formation of a precipitate. After 1 h the mixture was diluted with ethyl acetate (3 L), washed with water (1 L), dried (MgSO4) and concentrated under reduced pressure to give 6,7-dichloro-2,3-dimethoxy-5-methylquinoxal... The reactants are C1CC2=CC=CC=3C(NC4=C(N1C32)C=CC=C4)=O (1,2-dihydrobenzo[b]pyrrolo[3,2,1-jk][1,4]benzodiazepin-6-one), COC1=CC=C(C=C1)P1(SP(S1)(C1=CC=C(C=C1)OC)=S)=S (2,4-bis(4-methoxyphenyl)-1,3-dithia-2,4-diphosphetane-2,4-disulfide). Run in C1(=CC=CC=C1)C (toluene). Run at time 8 hour. The product is C1CC2=CC=CC=3C(NC4=C(N1C32)C=CC=C4)=S (1,2-Dihydrobenzo[b]pyrrolo[3,2,1-jk][1,4]benzodiazepin-6-thione). Isolated yield 60.2%. RXN SMILES: [CH2:1]1[N:12]2[C:13]3[C:3](=[CH:4][CH:5]=[CH:6][C:7]=3[C:8](=O)[NH:9][C:10]3[CH:17]=[CH:16][CH:15]=[CH:14][C:11]=32)[CH2:2]1.COC1C=CC(P2(=S)SP(=S)(C3C=CC(OC)=CC=3)[S:28]2)=CC=1>C1(C)C=CC=CC=1>[CH2:1]1[N:12]2[C:13]3[C:3](=[CH:4][CH:5]=[CH:6][C:7]=3[C:8](=[S:28])[NH:9][C:10]3[CH:17]=[CH:16][CH:15]=[CH:14][C:11]=32)[CH2:2]1. Procedure: To 1,2-dihydrobenzo[b]pyrrolo[3,2,1-jk][1,4]benzodiazepin-6-one (67 g) in 1 l of toluene, under nitrogen, was added 2,4-bis(4-methoxyphenyl)-1,3-dithia-2,4-diphosphetane-2,4-disulfide (45 g). The mixture was refluxed for 1 hr and allowed to stand overnight. The precipitate was collected and recrystallized from chloroform to afford 43 g, (60.2%) of product, mp 185°-186° C.